From a dataset of the Open Reaction Database (ORD), a public repository of structured organic reaction records. describe an organic reaction: reactants, conditions, products, and yield The reactants are C(CCCCCCC)(=O)Cl (octanoyl chloride), [C@@H]1([C@H](O)[C@H](O)[C@@H](CO)O1)N1C=NC=2C(=O)NC(N)=NC12 (guanosine), ice. The reagents and catalysts are CN(C)C1=CC=NC=C1 (N,N-dimethyl-4-aminopyridine). The solvent is CN(C=O)C (N,N-dimethylformamide). Conditions: temperature 25 celsius, time 18 hour. Yields the product C(CCCCCCC)(=O)[C@@]1([C@H](O)[C@H](O)[C@@H](CO)O1)N1C=NC=2C(=O)NC(N)=NC12 (Octanoylguanosine). As a reaction SMILES: [C@@H:1]1([N:10]2[C:20]3[N:19]=[C:17]([NH2:18])[NH:16][C:14](=[O:15])[C:13]=3[N:12]=[CH:11]2)[O:9][C@H:6]([CH2:7][OH:8])[C@@H:4]([OH:5])[C@H:2]1[OH:3].[C:21](Cl)(=[O:29])[CH2:22][CH2:23][CH2:24][CH2:25][CH2:26][CH2:27][CH3:28]>CN(C1C=CN=CC=1)C.CN(C)C=O>[C:21]([C@@:1]1([N:10]2[C:20]3[N:19]=[C:17]([NH2:18])[NH:16][C:14](=[O:15])[C:13]=3[N:12]=[CH:11]2)[O:9][C@H:6]([CH2:7][OH:8])[C@@H:4]([OH:5])[C@H:2]1[OH:3])(=[O:29])[CH2:22][CH2:23][CH2:24][CH2:25][CH2:26][CH2:27][CH3:28]. Procedure details: To a 100 mL flask was added guanosine (2.0 g, 7.06 mmol) and N,N-dimethyl-4-aminopyridine (0.017 g, 0.14 mmol). N,N-dimethylformamide (25 mL) was added via cannula with stirring, the flask was purged with argon gas and pyridine (14 mL) was added via cannula. The slurry was allowed to cool 10 min. in an ice/NaCl bath and octanoyl chloride (1.6 mL, 9.2 mmol) was added dropwise. The mixture was allowed to stir while it slowly warmed to 25° C. After 18 h, the mixture was poured into 300 mL of ice-co... Starting materials: [BH3-]C#N, CC(=O)O, CC#N, CC(OCC1(c2ccc(F)cc2)CCNCC1)c1cc(C2CC2)cc2cn[nH]c12, [Na+]. Product: CC(OCC1(c2ccc(F)cc2)CCN(C)CC1)c1cc(C2CC2)cc2cn[nH]c12. Reaction SMILES: [C:30]([BH3-:31])#[N:32].[CH3:34][C:35](=[O:36])[OH:37].[CH3:38][C:39]#[N:40].[CH:1]1([c:4]2[cH:5][c:6]3[cH:7][n:8][nH:9][c:10]3[c:11]([CH:13]([CH3:14])[O:15][CH2:16][C:17]3([c:23]4[cH:24][cH:25][c:26]([F:29])[cH:27][cH:28]4)[CH2:18][CH2:19][NH:20][CH2:21][CH2:22]3)[cH:12]2)[CH2:2][CH2:3]1.[Na+:33]>>[CH:1]1([c:4]2[cH:5][c:6]3[cH:7][n:8][nH:9][c:10]3[c:11]([CH:13]([CH3:14])[O:15][CH2:16][C:17]3([c:23]4[cH:24][cH:25][c:26]([F:29])[cH:27][cH:28]4)[CH2:18][CH2:19][N:20]([CH3:30])[CH2:21][CH2:22]3)[cH:12]2)[CH2:2][CH2:3]1. Starting materials: C(C)(C)NC1=C(C=O)C=CC=C1 (2-isopropylaminobenzaldehyde), C(CC(=O)OCC)(=O)OCC (diethyl malonate), N1CCCCC1 (piperidine), C(C)(=O)O (acetic acid). Run in C1(=CC=CC=C1)C (toluene). The product is C(C)(C)N1C(C(=CC2=CC=CC=C12)C(=O)OCC)=O (ethyl 1-isopropyl-2-oxo-1,2-dihydro-3-quinolinecarboxylate). Isolated yield 163.7%. As a reaction SMILES: [CH:1]([NH:4][C:5]1[CH:12]=[CH:11][CH:10]=[CH:9][C:6]=1[CH:7]=O)([CH3:3])[CH3:2].[C:13](OCC)(=[O:20])[CH2:14][C:15]([O:17][CH2:18][CH3:19])=[O:16].N1CCCCC1.C(O)(=O)C>C1(C)C=CC=CC=1>[CH:1]([N:4]1[C:5]2[C:6](=[CH:9][CH:10]=[CH:11][CH:12]=2)[CH:7]=[C:14]([C:15]([O:17][CH2:18][CH3:19])=[O:16])[C:13]1=[O:20])([CH3:3])[CH3:2]. Procedure details: A solution of 20.0 g of 2-isopropylaminobenzaldehyde, 29.4 g of diethyl malonate, 10 ml of piperidine, 10 ml of acetic acid and 500 ml of toluene was heated to reflux for 13 hours. The reaction solution was washed with water and then with saturated sodium hydrogencarbonate aqueous solution, and dried over anhydrous magnesium sulfate. The solvent was distilled off to give 52 g of ethyl 1-isopropyl-2-oxo-1,2-dihydro-3-quinolinecarboxylate as the crude product. The reactants are BrC=1C=C(/C=C/C(=O)Cl)C=CC1 (trans 3-bromocinnamoyl chloride), C(C)N (ethylamine). Solvent: CCOCC (ether). Product: BrC=1C=C(/C=C/C(=O)NCC)C=CC1 (trans 3-bromo-N-ethylcinnamamide). Reaction SMILES: [Br:1][C:2]1[CH:3]=[C:4]([CH:10]=[CH:11][CH:12]=1)/[CH:5]=[CH:6]/[C:7](Cl)=[O:8].[CH2:13]([NH2:15])[CH3:14]>CCOCC>[Br:1][C:2]1[CH:3]=[C:4]([CH:10]=[CH:11][CH:12]=1)/[CH:5]=[CH:6]/[C:7]([NH:15][CH2:13][CH3:14])=[O:8]. Procedure details: A solution of trans 3-bromocinnamoyl chloride (12.3 g) in anhydrous toulene (150 ml) was added slowly with stirring to a solution of ethylamine (10 g) in dry ether (100 ml) at room temperature. The reaction mixture was heated at reflux for one hour, and the solvent and excess amine were then removed under reduced pressure. The residue was triturated with water, filtered, and recrystallized from ethanol-water to give trans 3-bromo-N-ethylcinnamamide, m.p. 89°-90° C., as a white crystalline materi... Starting materials: C(#N)C1=CC=C(C=C1)CCN1CCC(CC1)(O)CN(C1=CC=C(C(=O)O)C=C1)C (4-({1-[2-(4-cyanophenyl)ethyl]-4-hydroxypiperidin-4-ylmethyl}methylamino)benzoic acid), Cl (hydrochloric acid). Run in C(C)O (ethanol), O (water). Product: Cl.C(#N)C1=CC=C(C=C1)CCN1CCC(CC1)(O)CN(C1=CC=C(C(=O)O)C=C1)C (4-({1-[2-(4-cyanophenyl)ethyl]-4-hydroxypiperidin-4-ylmethyl}methylamino)benzoic acid monohydrochloride). Reaction SMILES: [C:1]([C:3]1[CH:8]=[CH:7][C:6]([CH2:9][CH2:10][N:11]2[CH2:16][CH2:15][C:14]([CH2:18][N:19]([CH3:29])[C:20]3[CH:28]=[CH:27][C:23]([C:24]([OH:26])=[O:25])=[CH:22][CH:21]=3)([OH:17])[CH2:13][CH2:12]2)=[CH:5][CH:4]=1)#[N:2].[ClH:30]>C(O)C.O>[ClH:30].[C:1]([C:3]1[CH:4]=[CH:5][C:6]([CH2:9][CH2:10][N:11]2[CH2:12][CH2:13][C:14]([CH2:18][N:19]([CH3:29])[C:20]3[CH:21]=[CH:22][C:23]([C:24]([OH:26])=[O:25])=[CH:27][CH:28]=3)([OH:17])[CH2:15][CH2:16]2)=[CH:7][CH:8]=1)#[N:2] |f:4.5|. Procedure: The compound (22.0 g) obtained in Example 1 was suspended in a mixture of ethanol (264 mL) and water (176 mL). The mixture was heated under reflux and was completely dissolved by adding 1 N hydrochloric acid (58.7 mL) dropwise while keeping the mixture under reflux. After cooling to room temperature, the precipitated crystals were collected by filtration. The crystals were sequentially washed with 2-propanol (50 mL×3) and tert-butyl methyl ether (50 mL×3), dried under reduced pressure to yield t... The reactants are C1CCOC1, COC(=O)CCCC=CCC1C(=O)CC(O)C1c1ccc(CO)cc1. Yields the product COC(=O)CCCCCCC1C(=O)CC(O)C1c1ccc(CO)cc1. Reaction SMILES: [CH2:26]1[O:27][CH2:28][CH2:29][CH2:30]1.[CH3:1][O:2][C:3]([CH2:4][CH2:5][CH2:6][CH:7]=[CH:8][CH2:9][CH:10]1[CH:11]([c:17]2[cH:18][cH:19][c:20]([CH2:23][OH:24])[cH:21][cH:22]2)[CH:12]([OH:16])[CH2:13][C:14]1=[O:15])=[O:25]>>[CH3:1][O:2][C:3]([CH2:4][CH2:5][CH2:6][CH2:7][CH2:8][CH2:9][CH:10]1[CH:11]([c:17]2[cH:18][cH:19][c:20]([CH2:23][OH:24])[cH:21][cH:22]2)[CH:12]([OH:16])[CH2:13][C:14]1=[O:15])=[O:25].